Task: describe an organic reaction: reactants, conditions, products, and yield. Dataset: the Open Reaction Database (ORD), a public repository of structured organic reaction records Starting materials: C(C)OC(=O)C(C)(OC1=CC(=C(C=C1)C1=NC(=NC(=N1)C1=C(C=C(C=C1)OC(C)(C(=O)OCC)C)O)C1=C(C=C(C=C1)OC(C)(C(=O)OCC)C)O)O)C (2,4,6-tris(4-[1-ethoxycarbonyl-1-methylethoxy]-2-hydroxyphenyl)-1,3,5-triazine), C(C)OC(=O)C(C)(OC1=CC(=C(C=C1)C1=NC(=NC(=N1)C1=C(C=C(C=C1)OC(C)(C(=O)OCC)C)O)C1=C(C=C(C=C1)OC(C)(C(=O)OCC)C)O)O)C (2,4,6-tris(4-[1-ethoxycarbonyl-1-methylethoxy]-2-hydroxyphenyl)-1,3,5-triazine), C(CCC)O (n-butanol), C(CCC)[Sn](CCCC)=O (dibutyltin oxide), C=1(C(=CC=CC1)C)C (xylene). Reaction conditions: time 16 hour. The product is C(CCC)OC(=O)C(C)(OC1=CC(=C(C=C1)C1=NC(=NC(=N1)C1=C(C=C(C=C1)OC(C)(C(=O)OCCCC)C)O)C1=C(C=C(C=C1)OC(C)(C(=O)OCCCC)C)O)O)C (2,4,6-tris(4-[1-n-butyloxycarbonyl-1-methylethoxy]-2-hydroxyphenyl)-1,3,5-triazine). RXN SMILES: [CH2:1]([O:3][C:4]([C:6]([CH3:54])([O:8][C:9]1[CH:14]=[CH:13][C:12]([C:15]2[N:20]=[C:19]([C:21]3[CH:26]=[CH:25][C:24]([O:27][C:28]([CH3:35])([C:30]([O:32][CH2:33][CH3:34])=[O:31])[CH3:29])=[CH:23][C:22]=3[OH:36])[N:18]=[C:17]([C:37]3[CH:42]=[CH:41][C:40]([O:43][C:44]([CH3:51])([C:46]([O:48][CH2:49][CH3:50])=[O:47])[CH3:45])=[CH:39][C:38]=3[OH:52])[N:16]=2)=[C:11]([OH:53])[CH:10]=1)[CH3:7])=[O:5])[CH3:2].C(O)C[CH2:57][CH3:58].[CH2:60]([Sn](=O)CCCC)[CH2:61]CC.[C:70]1(C)C(C)=CC=C[CH:75]=1>>[CH2:1]([O:3][C:4]([C:6]([CH3:54])([O:8][C:9]1[CH:14]=[CH:13][C:12]([C:15]2[N:20]=[C:19]([C:21]3[CH:26]=[CH:25][C:24]([O:27][C:28]([CH3:35])([C:30]([O:32][CH2:33][CH2:34][CH2:70][CH3:75])=[O:31])[CH3:29])=[CH:23][C:22]=3[OH:36])[N:18]=[C:17]([C:37]3[CH:42]=[CH:41][C:40]([O:43][C:44]([CH3:51])([C:46]([O:48][CH2:49][CH2:50][CH2:57][CH3:58])=[O:47])[CH3:45])=[CH:39][C:38]=3[OH:52])[N:16]=2)=[C:11]([OH:53])[CH:10]=1)[CH3:7])=[O:5])[CH2:2][CH2:60][CH3:61]. Procedure details: A mixture of 3.00 g (4.00 mmol) of 2,4,6-tris(4-[1-ethoxycarbonyl-1-methylethoxy]-2-hydroxyphenyl)-1,3,5-triazine (Compound 1), 5.90 g (80.0 mmol) of n-butanol and 0.60 g (2.40 mmol) of dibutyltin oxide in 20 ml of xylene is heated at boiling for 16 h. The ethanol which forms is distilled off during the reaction. At the end of the reaction the solvent is distilled off in vacuo. The resultant residue is chromatographed on silica gel (Fluka, size 60 silica gel, 0.040-0.063 mm) with 5:1 hexane/diet... Reactants: NC1=C(C=C(C=C1)CC(=O)OC)Cl (methyl 4-amino-3-chlorophenylacetate), CC1=C(C=CC=C1)N=C=O (2-methylphenyl isocyanate), CC1=C(C=CC=C1)N=C=O (2-methylphenyl isocyanate). Solvent: C1CCOC1 (THF). Reaction conditions: time 1 day. Product: ClC=1C=C(C=CC1NC(=O)NC1=C(C=CC=C1)C)CC(=O)OC (methyl 3-chloro-4-[N′-(2-methylphenyl) ureido]phenylacetate). The yield is 73.8%. RXN SMILES: [NH2:1][C:2]1[CH:7]=[CH:6][C:5]([CH2:8][C:9]([O:11][CH3:12])=[O:10])=[CH:4][C:3]=1[Cl:13].[CH3:14][C:15]1[CH:20]=[CH:19][CH:18]=[CH:17][C:16]=1[N:21]=[C:22]=[O:23]>C1COCC1>[Cl:13][C:3]1[CH:4]=[C:5]([CH2:8][C:9]([O:11][CH3:12])=[O:10])[CH:6]=[CH:7][C:2]=1[NH:1][C:22]([NH:21][C:16]1[CH:17]=[CH:18][CH:19]=[CH:20][C:15]=1[CH3:14])=[O:23]. Procedure: To a mixture of methyl 4-amino-3-chlorophenylacetate (1.00 g, 5.01 mmol) and 2-methylphenyl isocyanate (0.60 ml, 5.01 mmol) in THF (20 ml) was added Et3 N (0.14 ml, 1.00 mmol) at room temperature. After 1 day stirring, 2-methylphenyl isocyanate (0.60 ml, 5.01 mmol) was added to the reaction mixture and stirred 17 h. The reaction mixture was concentrated in vacuo. The residue was triturated by the addition of n-hexane to give methyl 3-chloro-4-[N′-(2-methylphenyl) ureido]phenylacetate (1.23 g, 74...